This data is from the Open Reaction Database (ORD), a public repository of structured organic reaction records. The task is: describe an organic reaction: reactants, conditions, products, and yield The reactants are C1(=CC=CC=C1)C(C(=O)[O-])SCC1=CC=NC=C1.[Na+] (Sodium phenyl-(4-picolylthio)acetate), CO (methanol), Cl (hydrogen chloride). Reaction conditions: time 16 hour. The product is C1(=CC=CC=C1)C(C(=O)OC)SCC1=CC=NC=C1 (methyl phenyl(4-pyridylmethylthio)acetate). RXN SMILES: [C:1]1([CH:7]([S:11][CH2:12][C:13]2[CH:18]=[CH:17][N:16]=[CH:15][CH:14]=2)[C:8]([O-:10])=[O:9])[CH:6]=[CH:5][CH:4]=[CH:3][CH:2]=1.[Na+].Cl.[CH3:21]O>>[C:1]1([CH:7]([S:11][CH2:12][C:13]2[CH:18]=[CH:17][N:16]=[CH:15][CH:14]=2)[C:8]([O:10][CH3:21])=[O:9])[CH:2]=[CH:3][CH:4]=[CH:5][CH:6]=1 |f:0.1|. Reported procedure: Sodium phenyl-(4-picolylthio)acetate was dissolved in methanol and dry hydrogen chloride added slowly so as to maintain gentle reflux for 1 hour. After cooling and stirring for approximately 16 hours, the reaction mixture was filtered and concentrated to yield methyl phenyl(4-pyridylmethylthio)acetate (11.6 g.; oil; ms, calcd.: m/e 273; found: 273, 214, 150, 136, 124, 121, 105, 77, 65). Starting materials: C(CCCCCCCCCCCCC)(=O)Cl (tetradecanoyl chloride), C1(O)=CC=C(O)C=C1 (Hydroquinone). Run in O1CCCC1 (tetrahydrofuran), [OH-].[Na+] (sodium hydroxide), O (water). Yields the product C(CCCCCCCCCCCCC)(=O)O.C1(O)=CC=C(O)C=C1 (hydroquinone monomyristate). Isolated yield 23.7%. Reaction SMILES: [C:1]1([CH:8]=[CH:7][C:5]([OH:6])=[CH:4][CH:3]=1)[OH:2].[C:9](Cl)(=[O:23])[CH2:10][CH2:11][CH2:12][CH2:13][CH2:14][CH2:15][CH2:16][CH2:17][CH2:18][CH2:19][CH2:20][CH2:21][CH3:22]>[OH-].[Na+].O.O1CCCC1>[C:9]([OH:23])(=[O:2])[CH2:10][CH2:11][CH2:12][CH2:13][CH2:14][CH2:15][CH2:16][CH2:17][CH2:18][CH2:19][CH2:20][CH2:21][CH3:22].[C:1]1([CH:8]=[CH:7][C:5]([OH:6])=[CH:4][CH:3]=1)[OH:2] |f:2.3,6.7|. Reported procedure: Hydroquinone (55 g) was dissolved in a solution of sodium hydroxide (20 g) in water (300 ml) and to the resulting solution was added dropwise a solution of tetradecanoyl chloride (123 g) in tetrahydrofuran (150 ml) with cooling. The precipitate formed was filtered off and the filtrate was extracted with ethyl acetate. The extract was thoroughly washed with water to remove unreacted hydroquinone and the solvent was removed. The residue was recrystallized from n-hexane to give hydroquinone monomyr... Starting materials: C1(C=2C(C(N1CC(CCC(C)=O)=O)=O)=CC=CC2)=O (6-phthalimido-2,5-hexanedione), Cl.NCCCC(=O)OCC (ethyl 4-aminobutyrate hydrochloride), C(C)(=O)[O-].[Na+] (sodium acetate). The solvent is C1(=CC=CC=C1)C (toluene). Yields the product C(C)OC(=O)CCCN1C(=CC=C1C)CN1C(C=2C(C1=O)=CC=CC2)=O (1-(3-(Ethoxycarbonyl)-propyl)-2-(phthalimido-methyl)-5-methyl-pyrrole). As a reaction SMILES: [C:1]1(=[O:19])[N:5]([CH2:6][C:7](=O)[CH2:8][CH2:9][C:10](=O)[CH3:11])[C:4](=[O:14])[C:3]2=[CH:15][CH:16]=[CH:17][CH:18]=[C:2]12.Cl.[NH2:21][CH2:22][CH2:23][CH2:24][C:25]([O:27][CH2:28][CH3:29])=[O:26].C([O-])(=O)C.[Na+]>C1(C)C=CC=CC=1>[CH2:28]([O:27][C:25]([CH2:24][CH2:23][CH2:22][N:21]1[C:10]([CH3:11])=[CH:9][CH:8]=[C:7]1[CH2:6][N:5]1[C:4](=[O:14])[C:3]2=[CH:15][CH:16]=[CH:17][CH:18]=[C:2]2[C:1]1=[O:19])=[O:26])[CH3:29] |f:1.2,3.4|. Procedure details: 3.9 g (0.015 mol) of 6-phthalimido-2,5-hexanedione, 2.5 g ((0.015 mol) of ethyl 4-aminobutyrate hydrochloride and 1.3 g (0.015 mol) of sodium acetate are stirred in 50 ml of toluene at 60° C. for 23 hours. After the mixture has been concentrated, it is worked up as in Example 22. Starting materials: Oc1ccc(Br)cc1F, O=C([O-])[O-], CS(=O)(=O)c1ccc(B(O)O)cc1, COCCOC, [Na+], [Na+], c1ccc(P(c2ccccc2)(c2ccccc2)[Pd](P(c2ccccc2)(c2ccccc2)c2ccccc2)(P(c2ccccc2)(c2ccccc2)c2ccccc2)P(c2ccccc2)(c2ccccc2)c2ccccc2)cc1. Product: CS(=O)(=O)c1ccc(-c2ccc(O)c(F)c2)cc1. RXN SMILES: [Br:14][c:15]1[cH:16][c:17]([F:22])[c:18]([OH:21])[cH:19][cH:20]1.[C:23](=[O:24])([O-:25])[O-:26].[CH3:1][S:2](=[O:3])(=[O:4])[c:5]1[cH:6][cH:7][c:8]([B:11]([OH:12])[OH:13])[cH:9][cH:10]1.[CH3:29][O:30][CH2:31][CH2:32][O:33][CH3:34].[Na+:27].[Na+:28].[cH:35]1[cH:36][cH:37][c:38]([P:39]([Pd:40]([P:41]([c:42]2[cH:43][cH:44][cH:45][cH:46][cH:47]2)([c:48]2[cH:49][cH:50][cH:51][cH:52][cH:53]2)[c:54]2[cH:55][cH:56][cH:57][cH:58][cH:59]2)([P:60]([c:61]2[cH:62][cH:63][cH:64][cH:65][cH:66]2)([c:67]2[cH:68][cH:69][cH:70][cH:71][cH:72]2)[c:73]2[cH:74][cH:75][cH:76][cH:77][cH:78]2)[P:79]([c:80]2[cH:81][cH:82][cH:83][cH:84][cH:85]2)([c:86]2[cH:87][cH:88][cH:89][cH:90][cH:91]2)[c:92]2[cH:93][cH:94][cH:95][cH:96][cH:97]2)([c:98]2[cH:99][cH:100][cH:101][cH:102][cH:103]2)[c:104]2[cH:105][cH:106][cH:107][cH:108][cH:109]2)[cH:110][cH:111]1>>[CH3:1][S:2](=[O:3])(=[O:4])[c:5]1[cH:6][cH:7][c:8](-[c:15]2[cH:16][c:17]([F:22])[c:18]([OH:21])[cH:19][cH:20]2)[cH:9][cH:10]1.